From a dataset of the Open Reaction Database (ORD), a public repository of structured organic reaction records. describe an organic reaction: reactants, conditions, products, and yield Reactants: C(C)(=O)O (acetic acid), Cl.CNC (dimethylamine hydrochloride), C=O (formaldehyde), N1C(=CC=2C1=NC=CC2)C(=O)OCC (Ethyl 1H-pyrrolo[2,3-b]pyridine-2-carboxylate). Run in C(C)O (ethanol). Run at temperature 85 celsius. The product is C(C)OC(=O)C1=C(C=2C(=NC=CC2)N1)CN(C)C (3-dimethylaminomethyl-1H-pyrrolo[2,3-b]pyridine-2-carboxylic acid ethyl ester). Isolated yield 76.8%. RXN SMILES: Cl.[CH3:2][NH:3][CH3:4].C=O.[NH:7]1[C:11]2=[N:12][CH:13]=[CH:14][CH:15]=[C:10]2[CH:9]=[C:8]1[C:16]([O:18][CH2:19][CH3:20])=[O:17].[C:21](O)(=O)C>C(O)C>[CH2:19]([O:18][C:16]([C:8]1[NH:7][C:11]2=[N:12][CH:13]=[CH:14][CH:15]=[C:10]2[C:9]=1[CH2:2][N:3]([CH3:21])[CH3:4])=[O:17])[CH3:20] |f:0.1|. Procedure: In a 50 mL round-bottomed flask, dimethylamine hydrochloride (4.91 g, 60.3 mmol, Eq: 6) was added to 37% aqueous formaldehyde (4.49 mL, 60.3 mmol, Eq: 6). Ethyl 1H-pyrrolo[2,3-b]pyridine-2-carboxylate (1.91 g, 10.0 mmol, Eq: 1.00) in ethanol (50 mL) was added followed by acetic acid (5.00 mL, 87.3 mmol, Eq: 8.7). The reaction mixture was heated to 85° C. and stirred over the weekend. The crude reaction mixture was filtered through a pad of Celite, concentrated in vacuo to ˜20% of its original vo... Reactants: F[B-](F)(F)F, O=C([O-])[O-], CC(C)(C)[PH+](C(C)(C)C)C(C)(C)C, CS(=O)(=O)c1ccc2c(c1)CCN2, COc1c(Cl)ncnc1OC1CCN(C(=O)OC(C)C)CC1, O=C(C=Cc1ccccc1)C=Cc1ccccc1, O=C(C=Cc1ccccc1)C=Cc1ccccc1, O=C(C=Cc1ccccc1)C=Cc1ccccc1, [Cs+], [Cs+], C1COCCO1, [Pd], [Pd]. The product is COc1c(OC2CCN(C(=O)OC(C)C)CC2)ncnc1N1CCc2cc(S(C)(=O)=O)ccc21. As a reaction SMILES: [B-:42]([F:43])([F:44])([F:45])[F:46].[C:23](=[O:24])([O-:25])[O-:26].[C:47]([PH+:48]([C:49]([CH3:50])([CH3:51])[CH3:52])[C:53]([CH3:54])([CH3:55])[CH3:56])([CH3:57])([CH3:58])[CH3:59].[CH3:29][S:30](=[O:31])(=[O:32])[c:33]1[cH:34][c:35]2[c:39]([cH:40][cH:41]1)[NH:38][CH2:37][CH2:36]2.[CH:1]([CH3:2])([CH3:3])[O:4][C:5](=[O:6])[N:7]1[CH2:8][CH2:9][CH:10]([O:13][c:14]2[n:15][cH:16][n:17][c:18]([Cl:22])[c:19]2[O:20][CH3:21])[CH2:11][CH2:12]1.[CH:62](=[CH:63][C:64]([CH:65]=[CH:66][c:67]1[cH:68][cH:69][cH:70][cH:71][cH:72]1)=[O:73])[c:74]1[cH:75][cH:76][cH:77][cH:78][cH:79]1.[CH:80](=[CH:81][C:82]([CH:83]=[CH:84][c:85]1[cH:86][cH:87][cH:88][cH:89][cH:90]1)=[O:91])[c:92]1[cH:93][cH:94][cH:95][cH:96][cH:97]1.[CH:98](=[CH:99][C:100]([CH:101]=[CH:102][c:103]1[cH:104][cH:105][cH:106][cH:107][cH:108]1)=[O:109])[c:110]1[cH:111][cH:112][cH:113][cH:114][cH:115]1.[Cs+:27].[Cs+:28].[O:116]1[CH2:117][CH2:118][O:119][CH2:120][CH2:121]1.[Pd:60].[Pd:61]>>[CH:1]([CH3:2])([CH3:3])[O:4][C:5](=[O:6])[N:7]1[CH2:8][CH2:9][CH:10]([O:13][c:14]2[n:15][cH:16][n:17][c:18]([N:38]3[CH2:37][CH2:36][c:35]4[cH:34][c:33]([S:30]([CH3:29])(=[O:31])=[O:32])[cH:41][cH:40][c:39]43)[c:19]2[O:20][CH3:21])[CH2:11][CH2:12]1.